Dataset: the Open Reaction Database (ORD), a public repository of structured organic reaction records. Task: describe an organic reaction: reactants, conditions, products, and yield Starting materials: N#CCCCC=C1CCN(Cc2ccccc2)CC1, C1CCOC1, O=[Pt]=O. Yields the product N#CCCCCC1CCN(Cc2ccccc2)CC1. Reaction SMILES: [CH2:1]([c:2]1[cH:3][cH:4][cH:5][cH:6][cH:7]1)[N:8]1[CH2:9][CH2:10][C:11](=[CH:14][CH2:15][CH2:16][CH2:17][C:18]#[N:19])[CH2:12][CH2:13]1.[O:20]1[CH2:21][CH2:22][CH2:23][CH2:24]1.[Pt:25](=[O:26])=[O:27]>>[CH2:1]([c:2]1[cH:3][cH:4][cH:5][cH:6][cH:7]1)[N:8]1[CH2:9][CH2:10][CH:11]([CH2:14][CH2:15][CH2:16][CH2:17][C:18]#[N:19])[CH2:12][CH2:13]1. Reactants: CC=1C=C(C=C(C1OC1=CC=C(C=C1)OC)C)[N+](=O)[O-] (3,5-dimethyl-4-(4′-methoxyphenoxy)nitrobenzene), C(C)(=O)O (acetic acid), Br (hydrobromic acid). Solvent: O (water). Run at temperature 120 celsius. Yields the product CC=1C=C(C=C(C1OC1=CC=C(C=C1)O)C)[N+](=O)[O-] (3,5-dimethyl-4-(4′-hydroxyphenoxy)nitrobenzene). Reaction SMILES: [CH3:1][C:2]1[CH:3]=[C:4]([N+:18]([O-:20])=[O:19])[CH:5]=[C:6]([CH3:17])[C:7]=1[O:8][C:9]1[CH:14]=[CH:13][C:12]([O:15]C)=[CH:11][CH:10]=1.C(O)(=O)C.Br>O>[CH3:1][C:2]1[CH:3]=[C:4]([N+:18]([O-:20])=[O:19])[CH:5]=[C:6]([CH3:17])[C:7]=1[O:8][C:9]1[CH:10]=[CH:11][C:12]([OH:15])=[CH:13][CH:14]=1. Procedure details: A mixture of the title A compound, 3,5-dimethyl-4-(4′-methoxyphenoxy)nitrobenzene (16.4 g, 60 mmol), acetic acid (AcOH; 100 mL) and aqueous 48% hydrobromic acid (HBr; 100 mL) is heated at 120° C. for 16 h. The mixture is cooled to RT, diluted with water (200 mL) and the precipitated product is collected by vacuum filtration, washed with water and hexanes and dried in vacuo to afford 3,5-dimethyl-4-(4′-hydroxyphenoxy)nitrobenzene: NMR (CDCl3) 2.22 (s, 6H), 6.62 (d, 2H, J=8.7), 6.77 (d, 2H, J=8.7)... The reactants are C(C)(C)(C)OC(=O)N1CC(N(C[C@@H]1CCO)C1=CC(=CC=C1)Cl)=O ((S)-4-(tert-butoxycarbonyl)-1-(3-chlorophenyl)-5-(2-hydroxyethyl)piperazin-2-one), C(C)(C)N(CC)C(C)C (diisopropylethylamine), CS(=O)(=O)Cl (methanesulfonyl chloride). The solvent is ClCCl (dichloromethane). Conditions: time 45 minute. The product is C(C)(C)(C)OC(=O)N1CC(N(C[C@@H]1CCOS(=O)(=O)C)C1=CC(=CC=C1)Cl)=O ((S)-4-(tert-butoxycarbonyl)-1-(3-chlorophenyl)-5-[2-(methanesulfonyloxy)ethyl]piperazin-2-one). RXN SMILES: [C:1]([O:5][C:6]([N:8]1[C@@H:13]([CH2:14][CH2:15][OH:16])[CH2:12][N:11]([C:17]2[CH:22]=[CH:21][CH:20]=[C:19]([Cl:23])[CH:18]=2)[C:10](=[O:24])[CH2:9]1)=[O:7])([CH3:4])([CH3:3])[CH3:2].C(N(C(C)C)CC)(C)C.[CH3:34][S:35](Cl)(=[O:37])=[O:36]>ClCCl>[C:1]([O:5][C:6]([N:8]1[C@@H:13]([CH2:14][CH2:15][O:16][S:35]([CH3:34])(=[O:37])=[O:36])[CH2:12][N:11]([C:17]2[CH:22]=[CH:21][CH:20]=[C:19]([Cl:23])[CH:18]=2)[C:10](=[O:24])[CH2:9]1)=[O:7])([CH3:4])([CH3:2])[CH3:3]. Reported procedure: To a solution of the alcohol from Step E (3.58 g, 10.1 mmol) in 50 mL of dichloromethane at 0° C. was added diisopropylethylamine (3.5 mL, 20.2 mmol), followed by methanesulfonyl chloride (0.936 mL, 12.1 mmol). The solution was stirred for 45 minutes, then quenched with 10% citlic acid. The solution was washed with brine, dried (Na2SO4), filtered, and concentrated in vacuo to provide the crude product which was used in the next step without further purification.